Task: describe an organic reaction: reactants, conditions, products, and yield. Dataset: the Open Reaction Database (ORD), a public repository of structured organic reaction records Reactants: ClC(Cl)Cl, O=S(Cl)Cl, OCc1c(-c2ccccc2)c(-c2ccccc2)nn1-c1ccccc1, c1ccccc1. The product is ClCc1c(-c2ccccc2)c(-c2ccccc2)nn1-c1ccccc1. Reaction SMILES: [CH:36]([Cl:37])([Cl:38])[Cl:39].[S:26]([Cl:27])([Cl:28])=[O:29].[c:1]1(-[n:7]2[n:8][c:9](-[c:20]3[cH:21][cH:22][cH:23][cH:24][cH:25]3)[c:10](-[c:14]3[cH:15][cH:16][cH:17][cH:18][cH:19]3)[c:11]2[CH2:12][OH:13])[cH:2][cH:3][cH:4][cH:5][cH:6]1.[cH:30]1[cH:31][cH:32][cH:33][cH:34][cH:35]1>>[c:1]1(-[n:7]2[n:8][c:9](-[c:20]3[cH:21][cH:22][cH:23][cH:24][cH:25]3)[c:10](-[c:14]3[cH:15][cH:16][cH:17][cH:18][cH:19]3)[c:11]2[CH2:12][Cl:28])[cH:2][cH:3][cH:4][cH:5][cH:6]1. The reactants are COC1=C(C=CC(=C1)OC)C(C(=O)OCC)=C (Ethyl 2-(2,4-dimethoxyphenyl)propenoate). The reagents and catalysts are [Pt]=O (platinum oxide). The solvent is C(C)O (ethanol). The product is COC1=C(C=CC(=C1)OC)C(C(=O)OCC)C (Ethyl 2-(2,4-dimethoxyphenyl)propionate). Reaction SMILES: [CH3:1][O:2][C:3]1[CH:8]=[C:7]([O:9][CH3:10])[CH:6]=[CH:5][C:4]=1[C:11](=[CH2:17])[C:12]([O:14][CH2:15][CH3:16])=[O:13]>C(O)C.[Pt]=O>[CH3:1][O:2][C:3]1[CH:8]=[C:7]([O:9][CH3:10])[CH:6]=[CH:5][C:4]=1[CH:11]([CH3:17])[C:12]([O:14][CH2:15][CH3:16])=[O:13]. Reported procedure: Ethyl-2-(2,4-dimethoxyphenyl)propenoate (22.8 g--from step (b) above) was taken up in ethanol (300 ml) and hydrogenated at atmospheric pressure and room temperature with platinum oxide (0.6 g). The catalyst was removed by filtration (using `Hyflo` supercel), the ethanol evaporated in vacuo and the residue distilled affording the title compound: 12.64 g, bp 110°-5° C./0.25 mm